Dataset: the Open Reaction Database (ORD), a public repository of structured organic reaction records. Task: describe an organic reaction: reactants, conditions, products, and yield The reactants are C(C)(=O)O (acetic acid), C(C)O (ethanol), C(O)([O-])=O.[Na+] (sodium hydrogen carbonate), C(C1=CC=CC=C1)NC1=C(C=C(C=C1)C=1OC2=C(N1)C=CC=C2)[N+](=O)[O-] (2-(4-benzylamino-3-nitrophenyl)benzoxazole). The reagents and catalysts are [Fe] (iron). Solvent: C(Cl)(Cl)Cl (chloroform). Run at time 4 hour. Product: C(C1=CC=CC=C1)NC1=C(N)C=C(C=C1)C=1OC2=C(N1)C=CC=C2 (2-(2-benzylaminoanilin-5-yl)benzoxazole). Yield: 28.0%. Reaction SMILES: [CH2:1]([NH:8][C:9]1[CH:14]=[CH:13][C:12]([C:15]2[O:16][C:17]3[CH:23]=[CH:22][CH:21]=[CH:20][C:18]=3[N:19]=2)=[CH:11][C:10]=1[N+:24]([O-])=O)[C:2]1[CH:7]=[CH:6][CH:5]=[CH:4][CH:3]=1.C(O)(=O)C.C(O)C.C(=O)([O-])O.[Na+]>[Fe].C(Cl)(Cl)Cl>[CH2:1]([NH:8][C:9]1[CH:14]=[CH:13][C:12]([C:15]2[O:16][C:17]3[CH:23]=[CH:22][CH:21]=[CH:20][C:18]=3[N:19]=2)=[CH:11][C:10]=1[NH2:24])[C:2]1[CH:3]=[CH:4][CH:5]=[CH:6][CH:7]=1 |f:3.4|. Procedure: To a suspension of 2-(4-benzylamino-3-nitrophenyl)benzoxazole (see Working Example 17-1) (340 mg, 0.985 mmol) was added 10% aqueous acetic acid solution (5 mL), ethanol (8 mL), and iron powder (165 mg, 2.95 mmol), and this was heated to reflux with stirring for 4 hours. After the reaction was complete, saturated aqueous sodium hydrogen carbonate solution and chloroform were added, this was filtered through Celite and then extracted with chloroform. The organic layer obtained was dried over anhyd... Starting materials: C(C(=O)Cl)(=O)Cl (oxalyl chloride), FC(C=1C=C(N)C=C(C1)C(F)(F)F)(F)F (3,5-bis(trifluoromethyl)aniline). Solvent: TBF. The product is FC(C=1C=C(C=C(C1)C(F)(F)F)NC(C(=O)NC1=CC(=CC(=C1)C(F)(F)F)C(F)(F)F)=O)(F)F (N,N′-Bis(3,5-bis-trifluoromethylphenyl)ethanediamide). As a reaction SMILES: [C:1](Cl)(=[O:5])[C:2](Cl)=[O:3].[F:7][C:8]([F:21])([F:20])[C:9]1[CH:10]=[C:11]([CH:13]=[C:14]([C:16]([F:19])([F:18])[F:17])[CH:15]=1)[NH2:12]>>[F:7][C:8]([F:20])([F:21])[C:9]1[CH:10]=[C:11]([NH:12][C:1](=[O:5])[C:2]([NH:12][C:11]2[CH:13]=[C:14]([C:16]([F:17])([F:18])[F:19])[CH:15]=[C:9]([C:8]([F:7])([F:20])[F:21])[CH:10]=2)=[O:3])[CH:13]=[C:14]([C:16]([F:17])([F:18])[F:19])[CH:15]=1. Procedure: Into a 250 mnL Schlenk vessel was placed 100 mL of dry TBF, 3.50 g of oxalyl chloride and 12.4 g of 3,5-bis(trifluoromethyl)aniline. The mixture was refluxed under argon for 12 hours and then allowed to cool. All of the solvent was removed in vacuo to leave a pale brown solid. This was washed with hexane and toluene and pumped dry. Yield 10.33 g. Starting materials: ClCCl, CCOC(C)=O, O=C(OO)c1cccc(Cl)c1, COc1ccc(C2Cc3cc(SC)ccc3NC(=O)C2O)cc1. Product: COc1ccc(C2Cc3cc(S(C)=O)ccc3NC(=O)C2O)cc1. As a reaction SMILES: [CH2:35]([Cl:36])[Cl:37].[CH3:38][CH2:39][O:40][C:41](=[O:42])[CH3:43].[Cl:24][c:25]1[cH:26][c:27]([C:32](=[O:29])[O:33][OH:34])[cH:28][cH:30][cH:31]1.[OH:1][CH:2]1[C:3](=[O:23])[NH:4][c:5]2[c:6]([cH:17][c:18]([S:21][CH3:22])[cH:19][cH:20]2)[CH2:7][CH:8]1[c:9]1[cH:10][cH:11][c:12]([O:15][CH3:16])[cH:13][cH:14]1>>[OH:1][CH:2]1[C:3](=[O:23])[NH:4][c:5]2[c:6]([cH:17][c:18]([S:21]([CH3:22])=[O:29])[cH:19][cH:20]2)[CH2:7][CH:8]1[c:9]1[cH:10][cH:11][c:12]([O:15][CH3:16])[cH:13][cH:14]1. Reactants: [N+](=O)([O-])CCC (Nitropropane), C=O (formaldehyde), C(=S)=S (carbon disulfide), CN(C([S-])=S)C.C[NH2+]C (dimethylammonium dimethyldithiocarbamate). Run in CO (methanol), O (water), CO (methanol). Run at time 21.5 hour. Product: CN(C(SCC(CC)[N+](=O)[O-])=S)C (2-nitrobutyl dimethyldithiocarbamate). RXN SMILES: [N+:1]([CH2:4][CH2:5][CH3:6])([O-:3])=[O:2].C=O.[C:9](=S)=S.[CH3:12][N:13]([CH3:17])[C:14](=[S:16])[S-:15].C[NH2+]C>CO.O>[CH3:12][N:13]([CH3:17])[C:14](=[S:15])[S:16][CH2:9][CH:4]([N+:1]([O-:3])=[O:2])[CH2:5][CH3:6] |f:3.4|. Reported procedure: Nitropropane (17.8 grams, 0.20 mole), formaldehyde (16.2 grams of 37% aqueous solution, 0.20 mole), carbon disulfide (15.2 grams, 0.20 mole), and dimethylammonium dimethyldithiocarbamate (33.2 grams, 0.20 mole) were dissolved in methanol (100 ml.). A mildly exothermic reaction resulted. After 21.5 hours, the reaction mixture was poured into water (850 ml.) and the precipitated oil was washed with water and then taken up in methylene chloride. The dried solution was concentrated in a rotary evapo...